This data is from the Open Reaction Database (ORD), a public repository of structured organic reaction records. The task is: describe an organic reaction: reactants, conditions, products, and yield Yield: 90.0%. The product is S1C(=CC=C1)C(=O)OC (Methyl 2-thiophenecarboxylate). Procedure details: The synthesis was carried out according to the method of Example 7-(1). 2-Thiophenecarboxylic acid (25.0 g), : 1,2-dichloroethane (120 ml), methanol (23.7 ml) and concentrated sulfuric acid (0.8 ml) were used as reagents to give 24.9 g of a pale-yellow transparent liquid (yield 90%). Starting materials: S1C(=CC=C1)C(=O)O (2-Thiophenecarboxylic acid), ClCCCl (1,2-dichloroethane), S(O)(O)(=O)=O (sulfuric acid). As a reaction SMILES: [S:1]1[CH:5]=[CH:4][CH:3]=[C:2]1[C:6]([OH:8])=[O:7].Cl[CH2:10]CCl.S(=O)(=O)(O)O>CO>[S:1]1[CH:5]=[CH:4][CH:3]=[C:2]1[C:6]([O:8][CH3:10])=[O:7]. The solvent is CO (methanol). Reactants: [Al+3], C#C, [Cl-], [Cl-], [Cl-], [Cl-], O=C(O)CCCCC(F)(F)F, C[N+](=O)[O-]. Product: C#CC(=O)CCCCC(F)(F)F. RXN SMILES: [Al+3:14].[CH:17]#[CH:18].[Cl-:13].[Cl-:15].[Cl-:16].[Cl-:1].[F:2][C:3]([CH2:4][CH2:5][CH2:6][CH2:7][C:8](=[O:9])[OH:10])([F:11])[F:12].[N+:19]([CH3:20])([O-:21])=[O:22]>>[F:2][C:3]([CH2:4][CH2:5][CH2:6][CH2:7][C:8](=[O:10])[C:17]#[CH:18])([F:11])[F:12]. Reactants: [Si](C1=CC=CC=C1)(C1=CC=CC=C1)(C(C)(C)C)OC1=CC=C(OC[C@H](CNCCC2=CC=C(NC3CCN(CC3)C(=O)C3=CNC4=CC=CC=C34)C=C2)O)C=C1 ((4-[4-(2-{[(2S)-3-(4-([tert-Butyl(diphenyl)silyl]oxy}phenoxy)-2-hydroxy-propyl]amino}ethyl)anilino]-1-piperidinyl}(1H-indol-3-yl)methanone). Run in C(Cl)(Cl)Cl.CO (chloroform methanol). The product is O[C@@H](CNCCC1=CC=C(C=C1)NC1CCN(CC1)C(=O)C1=CNC2=CC=CC=C12)COC1=CC=C(C=C1)O ([4-(4-{2-[(2S)-2-Hydroxy-3-(4-hydroxy-phenoxy)-propylamino]-ethyl}-phenylamino)-piperidin-1-yl]-(1H-indol-3-yl)-methanone). Isolated yield 83.0%. RXN SMILES: [Si]([O:18][C:19]1[CH:56]=[CH:55][C:22]([O:23][CH2:24][C@@H:25]([OH:54])[CH2:26][NH:27][CH2:28][CH2:29][C:30]2[CH:53]=[CH:52][C:33]([NH:34][CH:35]3[CH2:40][CH2:39][N:38]([C:41]([C:43]4[C:51]5[C:46](=[CH:47][CH:48]=[CH:49][CH:50]=5)[NH:45][CH:44]=4)=[O:42])[CH2:37][CH2:36]3)=[CH:32][CH:31]=2)=[CH:21][CH:20]=1)(C(C)(C)C)(C1C=CC=CC=1)C1C=CC=CC=1>C(Cl)(Cl)Cl.CO>[OH:54][C@H:25]([CH2:24][O:23][C:22]1[CH:21]=[CH:20][C:19]([OH:18])=[CH:56][CH:55]=1)[CH2:26][NH:27][CH2:28][CH2:29][C:30]1[CH:53]=[CH:52][C:33]([NH:34][CH:35]2[CH2:40][CH2:39][N:38]([C:41]([C:43]3[C:51]4[C:46](=[CH:47][CH:48]=[CH:49][CH:50]=4)[NH:45][CH:44]=3)=[O:42])[CH2:37][CH2:36]2)=[CH:32][CH:31]=1 |f:1.2|. Procedure details: (4-[4-(2-{[(2S)-3-(4-([tert-Butyl(diphenyl)silyl]oxy}phenoxy)-2-hydroxy-propyl]amino}ethyl)anilino]-1-piperidinyl}(1H-indol-3-yl)methanone (0.148 g, 0.182 mmol) was reacted according to Procedure H (eluant: 5:1 chloroform-methanol) to give the title compound (0.087 g, 0.151 mmol). Starting materials: Cc1cc(N)cnc1Cl, Cl, O=N[O-], [Na+], O. Product: Cc1cc(O)cnc1Cl. Reaction SMILES: [Cl:1][c:2]1[c:3]([CH3:9])[cH:4][c:5]([NH2:8])[cH:6][n:7]1.[ClH:14].[N:10](=[O:11])[O-:12].[Na+:13].[OH2:15]>>[Cl:1][c:2]1[c:3]([CH3:9])[cH:4][c:5]([OH:11])[cH:6][n:7]1. Starting materials: CCOC(=O)C1(N(C)C(=O)c2cccc(C)c2OC(C)C)Cc2ccccc2C1, CCO, [K+], [OH-], O. Yields the product Cc1cccc(C(=O)N(C)C2(C(=O)O)Cc3ccccc3C2)c1OC(C)C. RXN SMILES: [CH2:1]([CH3:2])[O:3][C:4](=[O:5])[C:6]1([N:15]([CH3:16])[C:17]([c:18]2[c:19]([O:25][CH:26]([CH3:27])[CH3:28])[c:20]([CH3:24])[cH:21][cH:22][cH:23]2)=[O:29])[CH2:7][c:8]2[cH:9][cH:10][cH:11][cH:12][c:13]2[CH2:14]1.[CH3:33][CH2:34][OH:35].[K+:31].[OH-:30].[OH2:32]>>[O:3]=[C:4]([OH:5])[C:6]1([N:15]([CH3:16])[C:17]([c:18]2[c:19]([O:25][CH:26]([CH3:27])[CH3:28])[c:20]([CH3:24])[cH:21][cH:22][cH:23]2)=[O:29])[CH2:7][c:8]2[cH:9][cH:10][cH:11][cH:12][c:13]2[CH2:14]1. Reactants: BrC=1C=CC2=C(N(C[C@@H](N2C(C)=O)C)C(=O)C2CC2)N1 ((S)-1-(6-bromo-4-(cyclopropanecarbonyl)-2-methyl-3,4-dihydropyrido[2,3-b]pyrazine-1(2H)-yl)ethanone), BrC=1C=C2N(C[C@@H](N(C2=CC1)C(C)=O)C)C(=O)C1CC1 ((S)-1-(6-bromo-4-(cyclopropanecarbonyl)-2-methyl-3,4-dihydroquinoxaline-1(2H)-yl)ethan-1-one), C1(=CC=CC=C1)O (phenol), C([O-])([O-])=O.[Cs+].[Cs+] (cesium carbonate), BrC=1C=CC2=C(NC[C@@H](N2C(C)=O)C)N1 ((S)-1-(6-bromo-2-methyl-3,4-dihydropyrido[2,3-b]pyrazin-1(2H)-yl) ethanone), C1(CC1)C(=O)Cl (cyclopropane carbonyl chloride). Reagents/catalysts: [Cu]I (copper (I) iodide). Run in C(C)#N (acetonitrile), C(C)(=O)OCC (ethyl acetate). Conditions: temperature 80 celsius. Product: C1(CC1)C(=O)N1C2=C(N([C@H](C1)C)C(C)=O)C=CC(=N2)OC2=CC=CC=C2 ((S)-1-(4-(cyclopropanecarbonyl)-2-methyl-6-phenoxy-3,4-dihydropyrido[2,3-b]pyrazine-1 (2H)-yl)ethanone). Isolated yield 56.0%. Reaction SMILES: Br[C:2]1[CH:3]=[CH:4][C:5]2[N:10]([C:11](=[O:13])[CH3:12])[C@@H:9]([CH3:14])[CH2:8][N:7]([C:15]([CH:17]3[CH2:19][CH2:18]3)=[O:16])[C:6]=2[N:20]=1.BrC1C=CC2N(C(=O)C)[C@@H](C)CNC=2N=1.C1(C(Cl)=O)CC1.BrC1C=C2C(=CC=1)N(C(=O)C)[C@@H](C)CN2C(C1CC1)=O.[C:62]1([OH:68])[CH:67]=[CH:66][CH:65]=[CH:64][CH:63]=1.C(=O)([O-])[O-].[Cs+].[Cs+]>C(OCC)(=O)C.[Cu]I.C(#N)C>[CH:17]1([C:15]([N:7]2[CH2:8][C@H:9]([CH3:14])[N:10]([C:11](=[O:13])[CH3:12])[C:5]3[CH:4]=[CH:3][C:2]([O:68][C:62]4[CH:67]=[CH:66][CH:65]=[CH:64][CH:63]=4)=[N:20][C:6]2=3)=[O:16])[CH2:19][CH2:18]1 |f:5.6.7|. Reported procedure: A 1.5 mL reaction vial was charged with (S)-1-(6-bromo-4-(cyclopropanecarbonyl)-2-methyl-3,4-dihydropyrido[2,3-b]pyrazine-1(2H)-yl)ethanone (synthesized from Intermediate 6 and cyclopropane carbonyl chloride according to the procedure used to prepare Intermediate 15, 6.76 mg, 0.02 mmol), phenol (3.76 mg, 0.040 mmol), copper (I) iodide (0.762 mg, 4.00 μmol), cesium carbonate (0.012 g, 0.036 mmol), and acetonitrile (250 μL). The reaction was heated on a heater shake at 80° C. for 18 hrs. The react... Reactants: C(C)(C)(C)OC(N[C@@H]1CC[C@@H](CC1)N)=O (cis-(4-Amino-cyclohexyl)-carbamic acid tert-butyl ester), COC1=C(C=O)C=C(C=C1)C1=CC=NC=C1 (2-Methoxy-5-pyridin-4-yl-benzaldehyde), resultant suspension, C(C)(=O)O[BH-](OC(C)=O)OC(C)=O.[Na+] (sodium triacetoxyborohydride), CC(=O)O (AcOH). Run in C(=O)(O)[O-].[Na+] (NaHCO3), C1CCOC1 (THF), C1(=CC=CC=C1)C (toluene). Run at time 1.5 hour. Yields the product C(C)(C)(C)OC(NC1CCC(CC1)NCC1=C(C=CC(=C1)C1=CC=NC=C1)OC)=O ([4-(2-Methoxy-5-pyridin-4-yl-benzylamino)-cyclohexyl]-carbamic acid tert-butyl ester). As a reaction SMILES: [C:1]([O:5][C:6](=[O:15])[NH:7][C@H:8]1[CH2:13][CH2:12][C@@H:11]([NH2:14])[CH2:10][CH2:9]1)([CH3:4])([CH3:3])[CH3:2].[CH3:16][O:17][C:18]1[CH:25]=[CH:24][C:23]([C:26]2[CH:31]=[CH:30][N:29]=[CH:28][CH:27]=2)=[CH:22][C:19]=1[CH:20]=O.CC(O)=O.C(O[BH-](OC(=O)C)OC(=O)C)(=O)C.[Na+]>C1COCC1.C1(C)C=CC=CC=1.C([O-])(O)=O.[Na+]>[C:1]([O:5][C:6](=[O:15])[NH:7][CH:8]1[CH2:9][CH2:10][CH:11]([NH:14][CH2:20][C:19]2[CH:22]=[C:23]([C:26]3[CH:27]=[CH:28][N:29]=[CH:30][CH:31]=3)[CH:24]=[CH:25][C:18]=2[O:17][CH3:16])[CH2:12][CH2:13]1)([CH3:4])([CH3:2])[CH3:3] |f:3.4,7.8|. Reported procedure: A stirred suspension of amine (295) (131 mg, 0.61 mmol) and aldehyde (296) (130 mg, 0.61 mmol) in THF (1 mL) and toluene (1 mL) was treated with AcOH (42 μL, 0.73 mmol) at RT. After stirring 1.5 h, the resultant suspension was treated with sodium triacetoxyborohydride (181 mg, 0.86 mmol) and stirred for 18 h. The reaction was diluted with aqueous NaHCO3 and extracted into EtOAc. The organic phase was dried (Na2SO4), filtered, the solvent removed in vacuo and the residue chromatographed with 10% ...